Dataset: the Open Reaction Database (ORD), a public repository of structured organic reaction records. Task: describe an organic reaction: reactants, conditions, products, and yield Starting materials: S(=O)([O-])[O-].[Na+].[Na+] (sodium sulphite), NC1=CC(=CC2=C1N(C=N2)C2=CC=CC=C2)C#N (7-Amino-5-cyano-1-phenylbenzimidazole), N(=O)[O-].[Na+] (sodium nitrite), resultant mixture, [I-].[K+] (potassium iodide). The solvent is Cl (hydrochloric acid), O (water), O (water). Run at temperature 80 celsius, time 10 minute. Product: C(#N)C1=CC2=C(N(C=N2)C2=CC=CC=C2)C(=C1)I (5-Cyano-7-iodo-1-phenylbenzimidazole). Isolated yield 35.3%. RXN SMILES: N[C:2]1[C:7]2[N:8]([C:11]3[CH:16]=[CH:15][CH:14]=[CH:13][CH:12]=3)[CH:9]=[N:10][C:6]=2[CH:5]=[C:4]([C:17]#[N:18])[CH:3]=1.N([O-])=O.[Na+].[I-:23].[K+].S([O-])([O-])=O.[Na+].[Na+]>Cl.O>[C:17]([C:4]1[CH:3]=[C:2]([I:23])[C:7]2[N:8]([C:11]3[CH:16]=[CH:15][CH:14]=[CH:13][CH:12]=3)[CH:9]=[N:10][C:6]=2[CH:5]=1)#[N:18] |f:1.2,3.4,5.6.7|. Procedure details: A suspension of 7-Amino-5-cyano-1-phenylbenzimidazole (12.5 g, 53.4 mmol) in hydrochloric acid (90 ml, 25% w/v) was diazotised with a solution of sodium nitrite (3.7 g, 53.4 mmol) in water (20 ml). The resultant mixture was stirred for 30 min at 0° C. whereafter a solution of potassium iodide (14.2 g, 85.5 mmol) in water (40 ml) was added dropwise. Stirring was continued for 10 min at 0° C., and then the temperature was raised to 80° C. for 30 min. After cooling, aqueous sodium sulphite (1M) was... Procedure: To a solution of 3-chlorophthalic anhydride (3.7 g, 20 mmol) ((J. Org. Chem., 1987, 52, 129-134) in 60 mL of anhydrous 1,2-dichloroethane was added 6.6 g (50 mmol) of AlCl3 followed by 4.6 g (20 mmol) of methyl 3-(3-chloro-2,4-dihydroxyphenyl)propanoate (WO 03/023357). The reaction was heated at reflux for 30 min, cooled and concentrated. The resultant gelatinous material was partitioned between cold 2 N HCl (100 mL) and ethyl acetate (100 mL). The organic layer was washed with 1 N HCl, brine, d... RXN SMILES: [Cl:1][C:2]1[CH:12]=[CH:11][CH:10]=[C:4]2[C:5]([O:7][C:8](=[O:9])[C:3]=12)=[O:6].[Al+3].[Cl-].[Cl-].[Cl-].[Cl:17][C:18]1[C:19]([OH:31])=[C:20]([CH2:25][CH2:26][C:27]([O:29][CH3:30])=[O:28])[CH:21]=[CH:22][C:23]=1[OH:24]>ClCCCl.ClCCl>[Cl:1][C:2]1[C:3]([C:8]([OH:7])=[O:9])=[C:4]([C:5]([C:22]2[CH:21]=[C:20]([CH2:25][CH2:26][C:27]([O:29][CH3:30])=[O:28])[C:19]([OH:31])=[C:18]([Cl:17])[C:23]=2[OH:24])=[O:6])[CH:10]=[CH:11][CH:12]=1 |f:1.2.3.4|. Product: ClC1=CC=CC(=C1C(=O)O)C(=O)C1=C(C(=C(C(=C1)CCC(=O)OC)O)Cl)O (6-Chloro-2-({3-chloro-2,4-dihydroxy-5-[2-(methoxycarbonyl)ethyl]phenyl}carbonyl)benzoic acid). Reactants: ClC1=C2C(C(=O)OC2=O)=CC=C1 (3-chlorophthalic anhydride), [Al+3].[Cl-].[Cl-].[Cl-] (AlCl3), ClC=1C(=C(C=CC1O)CCC(=O)OC)O (methyl 3-(3-chloro-2,4-dihydroxyphenyl)propanoate). Run in ClCCl (dichloromethane), ClCCCl (1,2-dichloroethane). Reactants: COc1ccc2c(c1)C13CCN(C#N)C(C2)C1C(C)CC(=O)C3, Cl. The product is Cl, COc1ccc2c(c1)C13CCNC(C2)C1C(C)CC(=O)C3. Reaction SMILES: [C:1](#[N:2])[N:3]1[CH:4]2[CH:5]3[CH:6]([CH3:23])[CH2:7][C:8](=[O:22])[CH2:9][C:10]3([c:11]3[cH:12][c:13]([O:18][CH3:19])[cH:14][cH:15][c:16]3[CH2:17]2)[CH2:20][CH2:21]1.[ClH:24]>>[ClH:24].[NH:3]1[CH:4]2[CH:5]3[CH:6]([CH3:23])[CH2:7][C:8](=[O:22])[CH2:9][C:10]3([c:11]3[cH:12][c:13]([O:18][CH3:19])[cH:14][cH:15][c:16]3[CH2:17]2)[CH2:20][CH2:21]1. As a reaction SMILES: [F:1][C:2]1[CH:7]=[CH:6][CH:5]=[C:4](I)[C:3]=1[CH:9]1[O:14][CH2:13][CH2:12][CH2:11][O:10]1.[CH3:15][O:16][C:17](=[O:24])[C:18]([NH:20][C:21](=[O:23])[CH3:22])=[CH2:19].C(=O)(O)[O-].[Na+]>[Cl-].C([N+](CCCC)(CCCC)CCCC)CCC.C([O-])(=O)C.[Pd+2].C([O-])(=O)C.CN(C=O)C>[CH3:15][O:16][C:17](=[O:24])[C:18]([NH:20][C:21](=[O:23])[CH3:22])=[CH:19][C:4]1[CH:5]=[CH:6][CH:7]=[C:2]([F:1])[C:3]=1[CH:9]1[O:14][CH2:13][CH2:12][CH2:11][O:10]1 |f:2.3,4.5,6.7.8|. Run in CN(C)C=O (DMF). Reactants: FC1=C(C(=CC=C1)I)C1OCCCO1 (2-(2-fluoro-6-iodo-phenyl)-[1,3]dioxane), COC(C(=C)NC(C)=O)=O (2-acetylamino-acrylic acid methyl ester), C([O-])(O)=O.[Na+] (sodium bicarbonate). Reported procedure: A DMF (10 ml) solution of 2-(2-fluoro-6-iodo-phenyl)-[1,3]dioxane (1.85 g, 6 mmol), 2-acetylamino-acrylic acid methyl ester (906 mg, 6.33 mmol), sodium bicarbonate (1.26 g, 15 mmol), tetrabutyl ammonium chloride (1.35 g, 4.86 mmol) and palladium (II) acetate (52 mg, 0.23 mmol) is heated at 90° C. for 1.8 hours. The reaction mixture is poured onto water and the aqueous phase is extracted with ethylacetate. The organic layer is washed with brine and dried over MgSO4 and evaporated. The crude produ... The reagents and catalysts are [Cl-].C(CCC)[N+](CCCC)(CCCC)CCCC (tetrabutyl ammonium chloride), C(C)(=O)[O-].[Pd+2].C(C)(=O)[O-] (palladium (II) acetate). The yield is 12.4%. The product is COC(C(=CC1=C(C(=CC=C1)F)C1OCCCO1)NC(C)=O)=O (2-Acetylamino-3-(2-[1,3]dioxan-2-yl-3-fluoro-phenyl)-acrylic acid methyl ester). The reactants are CCOCC, CCO, [Na+], CCOC(CCP(=O)(OCC)OCC)(C(=O)c1ccccc1)c1ccccc1, [OH-], O=C(c1ccccc1)C(O)c1ccccc1. The product is CCOC(CCP(=O)(O)OCC)(C(=O)c1ccccc1)c1ccccc1. As a reaction SMILES: [CH2:29]([O:30][CH2:31][CH3:32])[CH3:33].[CH3:52][CH2:53][OH:54].[Na+:51].[O:1]=[C:2]([C:3]([c:4]1[cH:5][cH:6][cH:7][cH:8][cH:9]1)([CH2:10][CH2:11][P:12](=[O:13])([O:14][CH2:15][CH3:16])[O:17][CH2:18][CH3:19])[O:20][CH2:21][CH3:22])[c:23]1[cH:24][cH:25][cH:26][cH:27][cH:28]1.[OH-:50].[c:34]1([C:35]([CH:36]([c:37]2[cH:38][cH:39][cH:40][cH:41][cH:42]2)[OH:43])=[O:44])[cH:45][cH:46][cH:47][cH:48][cH:49]1>>[O:1]=[C:2]([C:3]([c:4]1[cH:5][cH:6][cH:7][cH:8][cH:9]1)([CH2:10][CH2:11][P:12](=[O:13])([O:14][CH2:15][CH3:16])[OH:17])[O:20][CH2:21][CH3:22])[c:23]1[cH:24][cH:25][cH:26][cH:27][cH:28]1. Starting materials: C(C)(=O)NCCCCC1=CC=CC=C1 ([4-(acetylamino)butyl]benzene), [Cl-].[Al+3].[Cl-].[Cl-] (aluminum chloride), ice water, C(CCC(=O)O)(=O)OC (methyl hydrogen succinate), C(C(=O)Cl)(=O)Cl (oxalyl chloride). Reagents/catalysts: CN(C=O)C (dimethylformamide). Solvent: ClC(C)Cl (dichloroethane), ClC(C)Cl (dichloroethane). Run at time 3 hour. Product: C(C)(=O)NCCCCC1=CC=C(C=C1)C(CCC(=O)OC)=O (4-[4-(acetylamino)butyl]-l-(3-methoxycarbonylpropionyl)benzene). Yield: 84.6%. As a reaction SMILES: C(Cl)(=O)C(Cl)=O.[C:7]([O:14][CH3:15])(=[O:13])[CH2:8][CH2:9][C:10]([OH:12])=O.[C:16]([NH:19][CH2:20][CH2:21][CH2:22][CH2:23][C:24]1[CH:29]=[CH:28][CH:27]=[CH:26][CH:25]=1)(=[O:18])[CH3:17].[Cl-].[Al+3].[Cl-].[Cl-]>CN(C)C=O.ClC(Cl)C>[C:16]([NH:19][CH2:20][CH2:21][CH2:22][CH2:23][C:24]1[CH:25]=[CH:26][C:27]([C:10](=[O:12])[CH2:9][CH2:8][C:7]([O:14][CH3:15])=[O:13])=[CH:28][CH:29]=1)(=[O:18])[CH3:17] |f:3.4.5.6|. Procedure details: 45.9 g of oxalyl chloride and 5 drops of dimethylformamide were added to a dichloroethane solution (500 ml) containing 45.5 g of methyl hydrogen succinate, and the mixture was stirred at room temperature for 3 hours. Under ice cooling, a dichloroethane solution (60 ml) containing 31.3 g of [4-(acetylamino)butyl]benzene, and 91.9 g of anhydrous aluminum chloride were added thereto, and the mixture was stirred for 1 hour. The reaction mixture was poured into ice water, and the organic layer was co... Starting materials: COC=1C=C(C=CC1)N1C(N(C(C2=CC(=C(C=C12)N1CC(CC1)NC(=O)OC(C)(C)C)F)=O)OCC1=CC=CC=C1)=O (1-(3-methoxyphenyl)-6-fluoro-3-benzyloxy-7-(3-t-butoxycarbonylamino-pyrrolidin-1-yl)-1H-quinazoline-2,4-dione). The reagents and catalysts are [Pd] (Pd/C). Yields the product COC=1C=C(C=CC1)N1C(N(C(C2=CC(=C(C=C12)N1CC(CC1)NC(=O)OC(C)(C)C)F)=O)O)=O (1-(3-methoxyphenyl)-6-fluoro-3-hydroxy-7-(3-t-butoxycarbonylamino-pyrrolidin-1-yl)-1H-quinazoline-2,4-dione). Yield: 94.9%. RXN SMILES: [CH3:1][O:2][C:3]1[CH:4]=[C:5]([N:9]2[C:18]3[C:13](=[CH:14][C:15]([F:32])=[C:16]([N:19]4[CH2:23][CH2:22][CH:21]([NH:24][C:25]([O:27][C:28]([CH3:31])([CH3:30])[CH3:29])=[O:26])[CH2:20]4)[CH:17]=3)[C:12](=[O:33])[N:11]([O:34]CC3C=CC=CC=3)[C:10]2=[O:42])[CH:6]=[CH:7][CH:8]=1>[Pd]>[CH3:1][O:2][C:3]1[CH:4]=[C:5]([N:9]2[C:18]3[C:13](=[CH:14][C:15]([F:32])=[C:16]([N:19]4[CH2:23][CH2:22][CH:21]([NH:24][C:25]([O:27][C:28]([CH3:31])([CH3:29])[CH3:30])=[O:26])[CH2:20]4)[CH:17]=3)[C:12](=[O:33])[N:11]([OH:34])[C:10]2=[O:42])[CH:6]=[CH:7][CH:8]=1. Reported procedure: Using the General Method 6A, the reaction of 10% Pd/C (0.05 g) with 1-(3-methoxyphenyl)-6-fluoro-3-benzyloxy-7-(3-t-butoxycarbonylamino-pyrrolidin-1-yl)-1H-quinazoline-2,4-dione (Example V-1, 0.15 g, 0.26 mmol) afforded 0.12 g of 1-(3-methoxyphenyl)-6-fluoro-3-hydroxy-7-(3-t-butoxycarbonylamino-pyrrolidin-1-yl)-1H-quinazoline-2,4-dione as a solid.